This data is from the Open Reaction Database (ORD), a public repository of structured organic reaction records. The task is: describe an organic reaction: reactants, conditions, products, and yield Starting materials: O=C(n1ccnc1)n1ccnc1, CNCCN(C)C, CN(C)c1ccncc1, C1CCOC1, COc1cc(O)ccc1-c1ccc2c(c1COC(=O)c1ccc(C)s1)C(C)=CC(C)(C)N2. Product: COc1cc(OC(=O)N(C)CCN(C)C)ccc1-c1ccc2c(c1COC(=O)c1ccc(C)s1)C(C)=CC(C)(C)N2. As a reaction SMILES: [C:33](=[O:34])([n:35]1[cH:36][cH:37][n:38][cH:39]1)[n:40]1[cH:41][cH:42][n:43][cH:44]1.[CH3:45][N:46]([CH2:47][CH2:48][NH:49][CH3:50])[CH3:51].[CH3:52][N:53]([CH3:54])[c:55]1[cH:56][cH:57][n:58][cH:59][cH:60]1.[O:61]1[CH2:62][CH2:63][CH2:64][CH2:65]1.[OH:1][c:2]1[cH:3][c:4]([O:31][CH3:32])[c:5](-[c:8]2[c:9]([CH2:21][O:22][C:23](=[O:24])[c:25]3[s:26][c:27]([CH3:30])[cH:28][cH:29]3)[c:10]3[c:15]([cH:16][cH:17]2)[NH:14][C:13]([CH3:18])([CH3:19])[CH:12]=[C:11]3[CH3:20])[cH:6][cH:7]1>>[O:1]([c:2]1[cH:3][c:4]([O:31][CH3:32])[c:5](-[c:8]2[c:9]([CH2:21][O:22][C:23](=[O:24])[c:25]3[s:26][c:27]([CH3:30])[cH:28][cH:29]3)[c:10]3[c:15]([cH:16][cH:17]2)[NH:14][C:13]([CH3:18])([CH3:19])[CH:12]=[C:11]3[CH3:20])[cH:6][cH:7]1)[C:33](=[O:34])[N:49]([CH2:48][CH2:47][N:46]([CH3:45])[CH3:51])[CH3:50]. Reactants: CC(C)(C)OC(=O)N1CCc2c(ncnc2Oc2ccc3c(ccn3C(=O)Nc3cc(CO[Si](C)(C)C(C)(C)C)cc(C(F)(F)F)c3)c2)C1, C1CCOC1, CC(=O)O, CCOC(C)=O, O. Yields the product CC(C)(C)OC(=O)N1CCc2c(ncnc2Oc2ccc3c(ccn3C(=O)Nc3cc(CO)cc(C(F)(F)F)c3)c2)C1. RXN SMILES: [C:1]([Si:2]([CH3:3])([CH3:4])[O:6][CH2:7][c:8]1[cH:9][c:10]([NH:18][C:19](=[O:20])[n:21]2[cH:22][cH:23][c:24]3[cH:25][c:26]([O:30][c:31]4[c:32]5[c:33]([n:34][cH:35][n:36]4)[CH2:37][N:38]([C:41](=[O:42])[O:43][C:44]([CH3:45])([CH3:46])[CH3:47])[CH2:39][CH2:40]5)[cH:27][cH:28][c:29]23)[cH:11][c:12]([C:14]([F:15])([F:16])[F:17])[cH:13]1)([CH3:5])([CH3:48])[CH3:49].[CH2:50]1[O:51][CH2:52][CH2:53][CH2:54]1.[CH3:56][C:57](=[O:58])[OH:59].[CH3:60][CH2:61][O:62][C:63]([CH3:64])=[O:65].[OH2:55]>>[OH:6][CH2:7][c:8]1[cH:9][c:10]([NH:18][C:19](=[O:20])[n:21]2[cH:22][cH:23][c:24]3[cH:25][c:26]([O:30][c:31]4[c:32]5[c:33]([n:34][cH:35][n:36]4)[CH2:37][N:38]([C:41](=[O:42])[O:43][C:44]([CH3:45])([CH3:46])[CH3:47])[CH2:39][CH2:40]5)[cH:27][cH:28][c:29]23)[cH:11][c:12]([C:14]([F:15])([F:16])[F:17])[cH:13]1. As a reaction SMILES: [O:1]([CH:3]([C:20]1[CH:25]=[C:24]([O:26][CH2:27][O:28][CH2:29][CH2:30][O:31][CH3:32])[C:23]([O:33][CH2:34][O:35][CH2:36][CH2:37][O:38][CH3:39])=[C:22]([F:40])[CH:21]=1)[C:4]([O:6][CH:7]([C:14]1[CH:19]=[CH:18][CH:17]=[CH:16][CH:15]=1)[C:8]1[CH:13]=[CH:12][CH:11]=[CH:10][CH:9]=1)=[O:5])[NH2:2].O=[C:42]([C:46]1[N:47]=[C:48]([NH:51][C:52]([C:65]2[CH:70]=[CH:69][CH:68]=[CH:67][CH:66]=2)([C:59]2[CH:64]=[CH:63][CH:62]=[CH:61][CH:60]=2)[C:53]2[CH:58]=[CH:57][CH:56]=[CH:55][CH:54]=2)[S:49][CH:50]=1)[C:43]([OH:45])=[O:44]>CO>[F:40][C:22]1[CH:21]=[C:20]([CH:3]([O:1][N:2]=[C:42]([C:46]2[N:47]=[C:48]([NH:51][C:52]([C:59]3[CH:64]=[CH:63][CH:62]=[CH:61][CH:60]=3)([C:53]3[CH:54]=[CH:55][CH:56]=[CH:57][CH:58]=3)[C:65]3[CH:70]=[CH:69][CH:68]=[CH:67][CH:66]=3)[S:49][CH:50]=2)[C:43]([OH:45])=[O:44])[C:4](=[O:5])[O:6][CH:7]([C:14]2[CH:15]=[CH:16][CH:17]=[CH:18][CH:19]=2)[C:8]2[CH:13]=[CH:12][CH:11]=[CH:10][CH:9]=2)[CH:25]=[C:24]([O:26][CH2:27][O:28][CH2:29][CH2:30][O:31][CH3:32])[C:23]=1[O:33][CH2:34][O:35][CH2:36][CH2:37][O:38][CH3:39]. Yield: 56.0%. Product: FC=1C=C(C=C(C1OCOCCOC)OCOCCOC)C(C(OC(C1=CC=CC=C1)C1=CC=CC=C1)=O)ON=C(C(=O)O)C=1N=C(SC1)NC(C1=CC=CC=C1)(C1=CC=CC=C1)C1=CC=CC=C1 ([[[1-[3-fluoro-4,5-bis-[(2-methoxy-ethoxy)-methoxy]-phenyl]-2-oxo-2-(diphenylmethoxy)-ethyl]-oxy]-imino]-[2-[(triphenylmethyl)-amino]-thiazol-4-yl]-acetic acid). Starting materials: O(N)C(C(=O)OC(C1=CC=CC=C1)C1=CC=CC=C1)C1=CC(=C(C(=C1)OCOCCOC)OCOCCOC)F (Diphenylmethyl aminoxy-[3-fluoro-4,5-bis-[(2-methoxy-ethoxy)-methoxy]-phenyl]-acetate), O=C(C(=O)O)C=1N=C(SC1)NC(C1=CC=CC=C1)(C1=CC=CC=C1)C1=CC=CC=C1 (oxo-[2-[(triphenylmethyl)-amino]-thiazol-4-yl]-acetic acid). Run in CO (methanol). Procedure details: 0.640 g of the product of Step D and and 0.474 g of oxo-[2-[(triphenylmethyl)-amino]-thiazol-4-yl]-acetic acid (Belgian Patent Application No. 864,828) were stirred for 4 and a half hours under nitrogen and at ambient temperature in the presence of 20 ml of methanol. Then, the solvent was eliminated, and the residue was chromatographed on silica, eluting with a dichloromethane-methanol (95-5) mixture to obtain 0.612 g of the expected product with a Rf=0.35 [eluant: dichloromethane-methanol (9-1)... The reactants are [O-][Mn](=O)(=O)=O.[K+] (KMnO4), [Si](C)(C)(C(C)(C)C)O[C@@H]([C@H](CC1=CC(=CC(=C1)F)F)NC(C1=CC(=CC=C1)C(N)=O)=O)[C@@H]1N(C[C@@H](C1)OCCC)C(=O)OC(C)(C)C ((2R,4R)-tert-butyl 2-((1S,2S)-1-(tert-butyldimethylsilyloxy)-2-(3-(carbamoyl)benzamido)-3-(3,5-difluorophenyl)propyl)-4-propoxypyrrolidine-1-carboxylate), C(C=C)O[C@@H]1C[C@@H](N(C1)C(=O)OC(C)(C)C)[C@H]([C@H](CC1=CC(=CC(=C1)F)F)C(=O)OCC1=CC=CC=C1)O[Si](C)(C)C(C)(C)C ((2R,4R)-tert-butyl 4-(allyloxy)-2-((1S,2S)-2-(benzyloxycarbonyl)-1-(tert-butyldimethylsilyloxy)-3-(3,5-difluorophenyl)propyl)pyrrolidine-1-carboxylate), RhCl(PPh3)3, C1CN2CCN1CC2 (DABCO), C(C1=CC=CC=C1)OC(=O)[C@H]([C@H](O[Si](C)(C)C(C)(C)C)[C@@H]1N(C[C@@H](C1)O)C(=O)OC(C)(C)C)CC1=CC(=CC(=C1)F)F ((2R,4R)-tert-butyl 2-((1S,2S)-2-(benzyloxycarbonyl)-1-(tert-butyldimethylsilyloxy)-3-(3,5-difluorophenyl)propyl)-4-hydroxypyrrolidine-1-carboxylate), [OH-].[Na+] (NaOH). Run in O.CCO (H2O EtOH), CCOC(=O)C.CCCCCC (EtOAc Hexane), CO (MeOH). Reaction conditions: temperature 140 celsius, time 3 hour. Yields the product C(CCC)N(C(C1=CC(C(=O)N[C@H]([C@@H]([C@@H]2NCC(C2)(C2=CC=CC=C2)O)O)CC2=CC(=CC(=C2)F)F)=CC=C1)=O)C (N1-butyl-N3-((1R,2S)-3-(3,5-difluorophenyl)-1-hydroxy-1-((2R)-4-hydroxy-4-phenylpyrrolidin-2-yl)propan-2-yl)-N1-methylisophthalamide). Isolated yield 77.0%. RXN SMILES: [Si](O[C@H]([C@H]1C[C@@H](OCCC)CN1C(OC(C)(C)C)=O)[C@@H:10]([NH:20][C:21](=[O:31])[C:22]1[CH:27]=[CH:26][CH:25]=[C:24]([C:28](=[O:30])[NH2:29])[CH:23]=1)[CH2:11][C:12]1[CH:17]=C(F)C=C(F)C=1)(C(C)(C)C)(C)C.C(OC([C@@H:58]([CH2:81][C:82]1[CH:87]=[C:86]([F:88])[CH:85]=[C:84]([F:89])[CH:83]=1)[C@@H:59]([C@H:68]1[CH2:72][C@@H:71]([OH:73])[CH2:70][N:69]1C(OC(C)(C)C)=O)[O:60][Si](C(C)(C)C)(C)C)=O)C1C=CC=CC=1.C(O[C@H]1CN(C(OC(C)(C)C)=O)[C@@H]([C@@H](O[Si](C(C)(C)C)(C)C)[C@@H](C(OCC2C=CC=CC=2)=O)C[C:109]2[CH:114]=[C:113](F)[CH:112]=[C:111](F)[CH:110]=2)C1)C=C.[CH2:135]1N2CCN(CC2)C1.[OH-].[Na+].[O-][Mn](=O)(=O)=O.[K+]>O.CCO.CCOC(C)=O.CCCCCC.CO>[CH2:10]([N:20]([CH3:135])[C:21](=[O:31])[C:22]1[CH:27]=[CH:26][CH:25]=[C:24]([C:28]([NH:29][C@@H:58]([CH2:81][C:82]2[CH:83]=[C:84]([F:89])[CH:85]=[C:86]([F:88])[CH:87]=2)[C@H:59]([OH:60])[C@H:68]2[CH2:72][C:71]([OH:73])([C:109]3[CH:114]=[CH:113][CH:112]=[CH:111][CH:110]=3)[CH2:70][NH:69]2)=[O:30])[CH:23]=1)[CH2:11][CH2:12][CH3:17] |f:4.5,6.7,8.9,10.11|. Procedure: Step 6 (A): (2R,4R)-tert-butyl 2-((1S,2S)-2-(benzyloxycarbonyl)-1-(tert-butyldimethylsilyloxy)-3-(3,5-difluorophenyl)propyl)-4-hydroxypyrrolidine-1-carboxylate. To a solution of (2R,4R)-tert-butyl 4-(allyloxy)-2-((1S,2S)-2-(benzyloxycarbonyl)-1-(tert-butyldimethylsilyloxy)-3-(3,5-difluorophenyl)propyl)pyrrolidine-1-carboxylate (Preparation A, 730 mg, 1.11 mmol) in H2O/EtOH (0.8/7 mL) were added RhCl(PPh3)3 (77 mg, 0.083 mmol) and DABCO (25 mg, 0.22 mmol). The mixture was stirred at 140° C. for 3... Reactants: C1(=CC=CC=C1)C (toluene), C([O-])([O-])=O.[K+].[K+] (potassium carbonate), BrCCCC(=O)OCC (ethyl 4-bromobutyrate), ClC1=CC(=CC=2C(C3=CC=CC=C3C12)=O)O (4-Chloro-2-hydroxy-9H-fluoren-9-one). Run in O (water), CN(C=O)C (N,N-dimethylformamide). Conditions: temperature 60 celsius, time 2 hour. The product is ClC1=CC(=CC=2C(C3=CC=CC=C3C12)=O)OCCCC(=O)OCC (Ethyl 4-(4-chloro-9-oxo-9H-fluoren-2-yloxy)butyrate). RXN SMILES: [Cl:1][C:2]1[C:14]2[C:13]3[C:8](=[CH:9][CH:10]=[CH:11][CH:12]=3)[C:7](=[O:15])[C:6]=2[CH:5]=[C:4]([OH:16])[CH:3]=1.C(=O)([O-])[O-].[K+].[K+].Br[CH2:24][CH2:25][CH2:26][C:27]([O:29][CH2:30][CH3:31])=[O:28].C1(C)C=CC=CC=1>CN(C)C=O.O>[Cl:1][C:2]1[C:14]2[C:13]3[C:8](=[CH:9][CH:10]=[CH:11][CH:12]=3)[C:7](=[O:15])[C:6]=2[CH:5]=[C:4]([O:16][CH2:24][CH2:25][CH2:26][C:27]([O:29][CH2:30][CH3:31])=[O:28])[CH:3]=1 |f:1.2.3|. Procedure details: 4-Chloro-2-hydroxy-9H-fluoren-9-one (48.6 g) was dissolved in N,N-dimethylformamide (150 ml), potassium carbonate (58.3 g) and ethyl 4-bromobutyrate (33.5 ml) were added, and the mixture was stirred at 60° C. for 2 hr. The reaction mixture was cooled to 40° C., and toluene (300 ml) and water (300 ml) were added to allow for layer separation. The obtained aqueous layer was extracted again with toluene (100 ml). The obtained organic layers were combined, washed twice with water (100 ml), anhydrous... The reactants are O=C=NC1CC=CCC1, NS(=O)(=O)c1ccc2c(c1)CCN(C(=O)N1CCCC1)CC2. Yields the product O=C(NC1CC=CCC1)NS(=O)(=O)c1ccc2c(c1)CCN(C(=O)N1CCCC1)CC2. RXN SMILES: [CH:23]1([N:29]=[C:30]=[O:31])[CH2:24][CH:25]=[CH:26][CH2:27][CH2:28]1.[N:1]1([C:6](=[O:7])[N:8]2[CH2:9][CH2:10][c:11]3[c:12]([cH:15][cH:16][c:17]([S:19](=[O:20])(=[O:21])[NH2:22])[cH:18]3)[CH2:13][CH2:14]2)[CH2:2][CH2:3][CH2:4][CH2:5]1>>[N:1]1([C:6](=[O:7])[N:8]2[CH2:9][CH2:10][c:11]3[c:12]([cH:15][cH:16][c:17]([S:19](=[O:20])(=[O:21])[NH:22][C:30]([NH:29][CH:23]4[CH2:24][CH:25]=[CH:26][CH2:27][CH2:28]4)=[O:31])[cH:18]3)[CH2:13][CH2:14]2)[CH2:2][CH2:3][CH2:4][CH2:5]1.